Dataset: the Open Reaction Database (ORD), a public repository of structured organic reaction records. Task: describe an organic reaction: reactants, conditions, products, and yield Starting materials: FC1=C2NCC(N(C2=CC=C1)C)=O (5-fluoro-1-methyl-3,4-dihydro-1H-quinoxalin-2-one), ClC(=O)OC(Cl)(Cl)Cl (trichloromethyl chloroformate), C(C)(C)N(CC)C(C)C (diisopropylethylamine), NCC1=C(C=C(C=C1)C(=O)N1CC=2N(CC3=C1C=CC=C3)C=CC2)C ((4-aminomethyl-3-methyl-phenyl)-(5H,11H-benzo[e]pyrrolo[ 1,2-a][1,4]diazepin-10-yl)methanone), C(C)(C)N(CC)C(C)C (diisopropylethylamine). Run in C1(=CC=CC=C1)C (toluene), C1CCOC1 (THF). Conditions: time 1.5 hour. Product: C=1C=CN2C1CN(C1=C(C2)C=CC=C1)C(=O)C1=CC(=C(CNC(=O)N2CC(N(C3=CC=CC(=C23)F)C)=O)C=C1)C (8-Fluoro-4-methyl-3-oxo-3,4-dihydro-2H-quinoxaline-1-carboxylic Acid 4-(5H,11H-benzo[e]pyrrolo[1,2-a][1,4]diazepine-10-carbonyl)-2-methylbenzylamide). As a reaction SMILES: [F:1][C:2]1[CH:11]=[CH:10][CH:9]=[C:8]2[C:3]=1[NH:4][CH2:5][C:6](=[O:13])[N:7]2[CH3:12].ClC([O:17][C:18](Cl)(Cl)Cl)=O.C(N(C(C)C)CC)(C)C.[NH2:31][CH2:32][C:33]1[CH:38]=[CH:37][C:36]([C:39]([N:41]2[C:47]3[CH:48]=[CH:49][CH:50]=[CH:51][C:46]=3[CH2:45][N:44]3[CH:52]=[CH:53][CH:54]=[C:43]3[CH2:42]2)=[O:40])=[CH:35][C:34]=1[CH3:55]>C1(C)C=CC=CC=1.C1COCC1>[CH:54]1[CH:53]=[CH:52][N:44]2[CH2:45][C:46]3[CH:51]=[CH:50][CH:49]=[CH:48][C:47]=3[N:41]([C:39]([C:36]3[CH:37]=[CH:38][C:33]([CH2:32][NH:31][C:18]([N:4]4[C:3]5[C:8](=[CH:9][CH:10]=[CH:11][C:2]=5[F:1])[N:7]([CH3:12])[C:6](=[O:13])[CH2:5]4)=[O:17])=[C:34]([CH3:55])[CH:35]=3)=[O:40])[CH2:42][C:43]=12. Procedure details: To a solution of 5-fluoro-1-methyl-3,4-dihydro-1H-quinoxalin-2-one from Example 18A (72 mg, 0.40 mmol) in toluene (4.0 ml) were added trichloromethyl chloroformate (48 μl, 0.40 mmol), diisopropylethylamine (72 μl, 0.40 mmol) and a spatula full of activated carbon. The mixture was heated at reflux for 2 h. The mixture was cooled to room temperature, filtered through Celite® and evaporated. The residue was taken up in THF (3.0 ml) and added to a solution of (4-aminomethyl-3-methyl-phenyl)-(5H,11H-... The reactants are CCO, Cl, N#CCC(N)=C(C#N)C#N, Nc1ccc(C(=O)O)cc1, [Na+], [Na+], [Na], O=[N+]([O-])[O-], [OH-], O. The product is N#CC(=NNc1ccc(C(=O)O)cc1)C(N)=C(C#N)C#N. Reaction SMILES: [CH3:30][CH2:31][OH:32].[ClH:11].[NH2:18][C:19](=[C:20]([C:21]#[N:22])[C:23]#[N:24])[CH2:25][C:26]#[N:27].[NH2:1][c:2]1[cH:3][cH:4][c:5]([C:6](=[O:7])[OH:8])[cH:9][cH:10]1.[Na+:12].[Na+:29].[Na:17].[O-:13][N+:14](=[O:15])[O-:16].[OH-:28].[OH2:33]>>[NH:1]([c:2]1[cH:3][cH:4][c:5]([C:6](=[O:7])[OH:8])[cH:9][cH:10]1)[N:14]=[C:25]([C:19]([NH2:18])=[C:20]([C:21]#[N:22])[C:23]#[N:24])[C:26]#[N:27]. Reactants: C1(=CC=CC=C1)S (Thiophenol), [C-]#N.[K+].C1COCCOCCOCCOCCOCCO1 (KCN 18-crown-6), [Cl-] (chloride), BrCC(CCl)C (1-bromo-3-chloro-2-methylpropane), C([O-])([O-])=O.[K+].[K+] (potassium carbonate), polyphosphoric acid. The solvent is C(C)#N (acetonitrile), CC(=O)C (acetone). Yields the product CC1CSC2=C(CC1)C=CC=C2 (2,3,4,5-tetrahydro-3-methyl-1-benzothiepine). As a reaction SMILES: [C:1]1([SH:7])[CH:6]=[CH:5][CH:4]=[CH:3][CH:2]=1.Br[CH2:9][CH:10]([CH3:13])[CH2:11]Cl.[C:14](=O)([O-])[O-].[K+].[K+].[Cl-].[C-]#N.[K+].C1OCCOCCOCCOCCOCCOC1>CC(C)=O.C(#N)C>[CH3:13][CH:10]1[CH2:9][CH2:14][C:2]2[CH:3]=[CH:4][CH:5]=[CH:6][C:1]=2[S:7][CH2:11]1 |f:2.3.4,6.7.8|. Reported procedure: Thiophenol was alkylated with 1-bromo-3-chloro-2-methylpropane in the presence of potassium carbonate (K2CO3) in acetone. The resulting primary chloride was lengthened by one carbon atom using KCN/18-crown-6 in acetonitrile. Basic hydrolysis, ring closure with polyphosphoric acid in analogy to Example 17(C) and Wolf-Kishner reduction according to Example 17(D) finally gave the required 2,3,4,5-tetrahydro-3-methyl-1-benzothiepine as a colorless oil.